Dataset: the Open Reaction Database (ORD), a public repository of structured organic reaction records. Task: describe an organic reaction: reactants, conditions, products, and yield Starting materials: C(N)(OC(C)(C)C)=O (t-butyl carbamate), C(C=O)(=O)OCCCC (n-butyl glyoxylate), C(C)(=O)OC(C)=O (acetic anhydride). Yields the product C(CCC)OC(C(NC(=O)OC(C)(C)C)OC(C)=O)=O (N-t-Butoxycarbonyl-2-acetoxyglycine n-butyl ester). RXN SMILES: [C:1](=[O:8])([O:3][C:4]([CH3:7])([CH3:6])[CH3:5])[NH2:2].[C:9]([O:13][CH2:14][CH2:15][CH2:16][CH3:17])(=[O:12])[CH:10]=[O:11].[C:18](OC(=O)C)(=[O:20])[CH3:19]>>[CH2:14]([O:13][C:9](=[O:12])[CH:10]([O:11][C:18](=[O:20])[CH3:19])[NH:2][C:1]([O:3][C:4]([CH3:7])([CH3:6])[CH3:5])=[O:8])[CH2:15][CH2:16][CH3:17]. Procedure: A solution of 23.4 g (0.2 mol.) of t-butyl carbamate [Org. Syn., 48, 32 (1968); U.S. 3,072,710] and 32.2 g. (0.25 mol.) of n-butyl glyoxylate (Org. Syn. Col. Vol. 4, 124) in 150 ml. of acetic anhydride was refluxed for 1.25 hours. The reaction mixture was then cooled, the solvent was removed in vacuo and the residue was molecularly distilled at 130°/.05 mm. to give the title compound.